This data is from the Open Reaction Database (ORD), a public repository of structured organic reaction records. The task is: describe an organic reaction: reactants, conditions, products, and yield Starting materials: C(C)(C)(C)OC(=O)N1CCC2=C(N(N=C2CC1)C(C)C)OS(=O)(=O)C(F)(F)F (2-isopropyl-3-trifluoromethanesulfonyloxy-4,5,7,8-tetrahydro-2H-1,2,6-triaza-azulene-6-carboxylic acid tert-butyl ester), FC(OC1=CC=C(C=C1)B(O)O)(F)F (4-trifluoromethoxyphenylboronic acid). The product is C(C)(C)N1N=C2CCNCCC2=C1C1=CC=C(C=C1)OC(F)(F)F (2-Isopropyl-3-(4-trifluoromethoxy-phenyl)-2,4,5,6,7,8-hexahydro-1,2,6-triaza-azulene). Yield: 88.8%. RXN SMILES: C(OC([N:8]1[CH2:17][CH2:16][C:15]2[C:11](=[C:12](OS(C(F)(F)F)(=O)=O)[N:13]([CH:18]([CH3:20])[CH3:19])[N:14]=2)[CH2:10][CH2:9]1)=O)(C)(C)C.[F:29][C:30]([F:42])([F:41])[O:31][C:32]1[CH:37]=[CH:36][C:35](B(O)O)=[CH:34][CH:33]=1>>[CH:18]([N:13]1[C:12]([C:35]2[CH:34]=[CH:33][C:32]([O:31][C:30]([F:29])([F:41])[F:42])=[CH:37][CH:36]=2)=[C:11]2[C:15]([CH2:16][CH2:17][NH:8][CH2:9][CH2:10]2)=[N:14]1)([CH3:19])[CH3:20]. Procedure: The title compound (196 mg) was prepared according to Example 189 using 278 mg of 2-isopropyl-3-trifluoromethanesulfonyloxy-4,5,7,8-tetrahydro-2H-1,2,6-triaza-azulene-6-carboxylic acid tert-butyl ester (Example 189, Step A) and 402 mg of 4-trifluoromethoxyphenylboronic acid. MS (ESI): exact mass calculated for C17H20F3N3O, 339.36. found, m/z 340.5 [M+H]+. 1H NMR (500 MHz, CD3OD): 7.53-7.45 (m, 4H), 4.66 (br s, 1H), 4.40 (J=6.68 Hz, 1H), 3.45-3.43 (m, 1H), 3.23-3.21 (m, 1H), 2.88-2.79 (m, 2H), 1.... The reactants are C(=O)(OCC)C=1C(NC=2CCC(CC2C1O)C)=O (3-carboethoxy-4-hydroxy-6-methyl-5,6,7,8-tetrahydrocarbostyril), Cl (hydrochloric acid). The solvent is CC(=O)O (AcOH). Yields the product OC1=CC(NC=2CCC(CC12)C)=O (4-Hydroxy-6-methyl-5,6,7,8-tetrahydrocarbostyril). Reaction SMILES: C([C:6]1[C:7](=[O:18])[NH:8][C:9]2[CH2:10][CH2:11][CH:12]([CH3:17])[CH2:13][C:14]=2[C:15]=1[OH:16])(OCC)=O.Cl>CC(O)=O>[OH:16][C:15]1[C:14]2[CH2:13][CH:12]([CH3:17])[CH2:11][CH2:10][C:9]=2[NH:8][C:7](=[O:18])[CH:6]=1. Procedure details: Refluxing a suspension of 3-carboethoxy-4-hydroxy-6-methyl-5,6,7,8-tetrahydrocarbostyril (20 g; 0.08 mole) with 2N hydrochloric acid (300 ml) over 48 hrs. afforded the decarboethoxylated product isolated as in Example 1 m.p. (AcOH) > 365° C. Starting materials: CC1=C(C#N)C(c2ccc(C#N)cc2[N+](=O)[O-])N(C)C(=O)N1c1cccc(C(F)(F)F)c1, CO. Yields the product CC1=C(C#N)C(c2ccc(C#N)cc2N)N(C)C(=O)N1c1cccc(C(F)(F)F)c1. As a reaction SMILES: [C:1](#[N:2])[c:3]1[cH:4][c:5]([N+:30]([O-:31])=[O:32])[c:6]([CH:9]2[N:10]([CH3:29])[C:11](=[O:28])[N:12]([c:18]3[cH:19][c:20]([C:24]([F:25])([F:26])[F:27])[cH:21][cH:22][cH:23]3)[C:13]([CH3:17])=[C:14]2[C:15]#[N:16])[cH:7][cH:8]1.[CH3:33][OH:34]>>[C:1](#[N:2])[c:3]1[cH:4][c:5]([NH2:30])[c:6]([CH:9]2[N:10]([CH3:29])[C:11](=[O:28])[N:12]([c:18]3[cH:19][c:20]([C:24]([F:25])([F:26])[F:27])[cH:21][cH:22][cH:23]3)[C:13]([CH3:17])=[C:14]2[C:15]#[N:16])[cH:7][cH:8]1. Reactants: C(C)OC(C=1NC(=C(C(C1C(=O)OCC)C1=C(C=CC=C1)Cl)C(=O)OCC)C(OCC)OCC)OCC (diethyl 2,6-bis(diethoxymethyl)-4-(2-chlorophenyl)-1,4-dihydropyridine-3,5-dicarboxylate), Cl (hydrochloric acid). Run in CC(=O)C (acetone). Run at time 3 hour. The product is C(=O)C=1NC(=C(C(C1C(=O)OCC)C1=C(C=CC=C1)Cl)C(=O)OCC)C=O (diethyl 2,6-diformyl-4-(2-chlorophenyl)-1,4-dihydropyridine-3,5-dicarboxylate). The yield is 109.5%. Reaction SMILES: C([O:3][CH:4](OCC)[C:5]1[NH:6][C:7]([CH:28](OCC)[O:29]CC)=[C:8]([C:23]([O:25][CH2:26][CH3:27])=[O:24])[CH:9]([C:16]2[CH:21]=[CH:20][CH:19]=[CH:18][C:17]=2[Cl:22])[C:10]=1[C:11]([O:13][CH2:14][CH3:15])=[O:12])C.Cl>CC(C)=O>[CH:4]([C:5]1[NH:6][C:7]([CH:28]=[O:29])=[C:8]([C:23]([O:25][CH2:26][CH3:27])=[O:24])[CH:9]([C:16]2[CH:21]=[CH:20][CH:19]=[CH:18][C:17]=2[Cl:22])[C:10]=1[C:11]([O:13][CH2:14][CH3:15])=[O:12])=[O:3]. Procedure details: To a solution of diethyl 2,6-bis(diethoxymethyl)-4-(2-chlorophenyl)-1,4-dihydropyridine-3,5-dicarboxylate (1.7 g) in acetone (17 ml) was added 6N-hydrochloric acid (1.5 ml) and stirred at room temperature for 3 hours. After removing the solvent, the residue was extracted with diethyl ether and the extract was washed with water and dried. The solvent was removed from the extract to give diethyl 2,6-diformyl-4-(2-chlorophenyl)-1,4-dihydropyridine-3,5-dicarboxylate (1.35 g). The product was recryst... Starting materials: N#CC(C#N)=C(C#N)C#N, CC#N, ClCCOC(OCCCl)c1ccc(Cl)nc1. Yields the product N#CC(OCCCl)c1ccc(Cl)nc1. RXN SMILES: [C:1](#[N:2])[C:3]([C:4]#[N:5])=[C:6]([C:7]#[N:8])[C:9]#[N:10].[CH3:27][C:28]#[N:29].[Cl:11][CH2:12][CH2:13][O:14][CH:15]([c:16]1[cH:17][cH:18][c:19]([Cl:22])[n:20][cH:21]1)[O:23][CH2:24][CH2:25][Cl:26]>>[C:1](#[N:2])[CH:15]([c:16]1[cH:17][cH:18][c:19]([Cl:22])[n:20][cH:21]1)[O:23][CH2:24][CH2:25][Cl:26]. Reactants: CC1=CC=C(C=C1)S(=O)(=O)OCC1OC2=C(C1)C=C(C=C2OS(=O)(=O)C(F)(F)F)Cl ((±)-(5-chloro-7-{[(trifluoromethyl)sulfonyl]oxy}-2,3-dihydro-1-benzofuran-2-yl)methyl 4-methylbenzenesulfonate), C(C)(C)C1=C(C=CC=C1)B1OC(C(O1)(C)C)(C)C (2-(2-isopropylphenyl)-4,4,5,5-tetramethyl-1,3,2-dioxaborolane), [N-]=[N+]=[N-] (azide), CC1=CC=C(C=C1)S(=O)(=O)OCC1OC2=C(C1)C=C(C=C2C2=C(C=CC=C2)C)Cl ((±)-[5-chloro-7-(2-methylphenyl)-2,3-dihydro-1-benzofuran-2-yl]methyl 4-methylbenzenesulfonate), Intermediate 98, N(=[N+]=[N-])CC1OC2=C(C1)C=C(C=C2C2=C(C=CC=C2)C)Cl ((±)-2-(azidomethyl)-5-chloro-7-(2-methylphenyl)-2,3-dihydro-1-benzofuran), [N-]=[N+]=[N-].[Na+] (sodium azide), CC1=C(C=CC=C1)B(O)O (2-methylphenylboronic acid), C([O-])([O-])=O.[K+].[K+] (potassium carbonate), S(=O)(=O)([O-])C1=CC=C(C)C=C1 (tosylate). The reagents and catalysts are [Pt] (sulfided platinum on carbon), C1=CC=C(C=C1)[PH+](C2=CC=CC=C2)[C]3[CH][CH][CH][CH]3.C1=CC=C(C=C1)[PH+](C2=CC=CC=C2)[C]3[CH][CH][CH][CH]3.C(Cl)Cl.Cl[Pd]Cl.[Fe] (dichloro[1,1′-bis(diphenylphosphino)ferrocene]palladium(II) dichloromethane adduct). Product: ClC=1C=C(C2=C(CC(O2)CN)C1)C1=C(C=CC=C1)C ((±)-1-[5-chloro-7-(2-methylphenyl)-2,3-dihydro-1-benzofuran-2-yl]methanamine). Yield: 91.0%. RXN SMILES: CC1C=CC(S(O[CH2:12][CH:13]2[CH2:17][C:16]3[CH:18]=[C:19]([Cl:30])[CH:20]=[C:21](OS(C(F)(F)F)(=O)=O)[C:15]=3[O:14]2)(=O)=O)=CC=1.[CH3:31][C:32]1[CH:37]=[CH:36][CH:35]=[CH:34][C:33]=1B(O)O.C(=O)([O-])[O-].[K+].[K+].C(C1C=CC=CC=1B1OC(C)(C)C(C)(C)O1)(C)C.CC1C=CC(S(OCC2CC3C=C(Cl)C=C(C4C=CC=CC=4C)C=3O2)(=O)=O)=CC=1.S(C1C=CC(C)=CC=1)([O-])(=O)=O.[N-:105]=[N+]=[N-].[Na+].N(CC1CC2C=C(Cl)C=C(C3C=CC=CC=3C)C=2O1)=[N+]=[N-].[N-]=[N+]=[N-]>C1C=CC([PH+]([C]2[CH][CH][CH][CH]2)C2C=CC=CC=2)=CC=1.C1C=CC([PH+]([C]2[CH][CH][CH][CH]2)C2C=CC=CC=2)=CC=1.C(Cl)Cl.Cl[Pd]Cl.[Fe].[Pt]>[Cl:30][C:19]1[CH:20]=[C:21]([C:33]2[CH:34]=[CH:35][CH:36]=[CH:37][C:32]=2[CH3:31])[C:15]2[O:14][CH:13]([CH2:12][NH2:105])[CH2:17][C:16]=2[CH:18]=1 |f:2.3.4,8.9,12.13.14.15.16,^1:137,138,139,140,141,155,156,157,158,159|. Procedure: Treatment of (±)-(5-chloro-7-{[(trifluoromethyl)sulfonyl]oxy}-2,3-dihydro-1-benzofuran-2-yl)methyl 4-methylbenzenesulfonate (1.37 g, 2.81 mmol) with 2-methylphenylboronic acid (0.65 g, 4.60 mmol), dichloro[1,1′-bis(diphenylphosphino)ferrocene]palladium(II) dichloromethane adduct (0.25 g, 0.30 mmol), and potassium carbonate (0.83 g, 6.0 mmol) generally according to the procedure described for Intermediate 35 provided (±)-[5-chloro-7-(2-methylphenyl)-2,3-dihydro-1-benzofuran-2-yl]methyl 4-methylbe... Starting materials: CC1=C(C=CC=C1)OCC1CO1 (glycidyl 2-methylphenyl ether), N1CCC(CC1)CNC(=O)N1C(N(C2=C1C=CC=C2)CC)=O (3-ethyl-2-oxo-2,3-dihydro-benzimidazole-1-carboxylic acid (piperidin-4-ylmethyl)-amide). Yields the product N1CCC(CC1)CNC(=O)N1C(N(C2=C1C=CC=C2)C(C)C)=O (3-isopropyl-2-oxo-2,3-dihydro-benzimidazole-1-carboxylic acid (piperidin-4-ylmethyl)-amide), O1CC1COC1=CC=CC=C1 (1,2-epoxy-3-phenoxypropane), title compound. Reaction SMILES: [NH:1]1[CH2:6][CH2:5][CH:4]([CH2:7][NH:8][C:9]([N:11]2[C:15]3[CH:16]=[CH:17][CH:18]=[CH:19][C:14]=3[N:13]([CH2:20][CH3:21])[C:12]2=[O:22])=[O:10])[CH2:3][CH2:2]1.[CH3:23][C:24]1[CH:29]=[CH:28][CH:27]=[CH:26][C:25]=1[O:30][CH2:31][CH:32]1[O:34][CH2:33]1>>[NH:1]1[CH2:6][CH2:5][CH:4]([CH2:7][NH:8][C:9]([N:11]2[C:15]3[CH:16]=[CH:17][CH:18]=[CH:19][C:14]=3[N:13]([CH:20]([CH3:23])[CH3:21])[C:12]2=[O:22])=[O:10])[CH2:3][CH2:2]1.[O:34]1[CH:32]([CH2:31][O:30][C:25]2[CH:24]=[CH:29][CH:28]=[CH:27][CH:26]=2)[CH2:33]1. Procedure details: The procedure given in Example 104 was followed using 3-ethyl-2-oxo-2,3-dihydro-benzimidazole-1-carboxylic acid (piperidin-4-ylmethyl)-amide and glycidyl 2-methylphenyl ether as a reactant, instead of 3-isopropyl-2-oxo-2,3-dihydro-benzimidazole-1-carboxylic acid (piperidin-4-ylmethyl)-amide and 1,2-epoxy-3-phenoxypropane, to give the title compound. The reactants are COc1cc[nH]c1C=C1C(=O)Nc2cccc(Br)c21, C=Cc1ccc(OC)cc1, CC(=O)[O-], CC(=O)[O-], CN(C)C=O, [Pd+2], Cc1ccccc1P(c1ccccc1C)c1ccccc1C. Yields the product COc1ccc(C=Cc2cccc3c2C(=Cc2[nH]ccc2OC)C(=O)N3)cc1. Reaction SMILES: [Br:1][c:2]1[c:3]2[c:7]([cH:8][cH:9][cH:10]1)[NH:6][C:5](=[O:11])[C:4]2=[CH:12][c:13]1[nH:14][cH:15][cH:16][c:17]1[O:18][CH3:19].[CH3:20][O:21][c:22]1[cH:23][cH:24][c:25]([CH:26]=[CH2:27])[cH:28][cH:29]1.[O-:58][C:59]([CH3:60])=[O:61].[O-:62][C:63]([CH3:64])=[O:65].[O:52]=[CH:53][N:54]([CH3:55])[CH3:56].[Pd+2:57].[c:30]1([CH3:31])[cH:32][cH:33][cH:34][cH:35][c:36]1[P:37]([c:38]1[cH:39][cH:40][cH:41][cH:42][c:43]1[CH3:44])[c:45]1[cH:46][cH:47][cH:48][cH:49][c:50]1[CH3:51]>>[c:2]1([CH:27]=[CH:26][c:25]2[cH:24][cH:23][c:22]([O:21][CH3:20])[cH:29][cH:28]2)[c:3]2[c:7]([cH:8][cH:9][cH:10]1)[NH:6][C:5](=[O:11])[C:4]2=[CH:12][c:13]1[nH:14][cH:15][cH:16][c:17]1[O:18][CH3:19].